Dataset: the Open Reaction Database (ORD), a public repository of structured organic reaction records. Task: describe an organic reaction: reactants, conditions, products, and yield The product is BrC=1C=CC2=C(N(C(N2C)=O)CCC2CCN(CC2)C(=O)OC(C)(C)C)C1OCC1CCC1 (tert-Butyl 4-{2-[6-bromo-7-(cyclobutylmethoxy)-3-methyl-2-oxo-2,3-dihydro-1H-benzimidazol-1-yl]ethyl}piperidine-1-carboxylate). The reactants are BrC1=C(C2=C(N(C(N2)=O)C)C=C1)OCC1CCC1 (5-bromo-4-(cyclobutylmethoxy)-1-methyl-1,3-dihydro-2H-benzimidazol-2-one), BrCCC1CCN(CC1)C(=O)OC(C)(C)C (tert-butyl 4-(2-bromoethyl)piperidine-1-carboxylate). Reported procedure: This compound was synthesized according to the procedure of Example 44, Step 2, using 5-bromo-4-(cyclobutylmethoxy)-1-methyl-1,3-dihydro-2H-benzimidazol-2-one and tert-butyl 4-(2-bromoethyl)piperidine-1-carboxylate as the starting materials. LCMS calculated for C20H29BrN3O2 ([M-Boc+H]+H)+: m/z=422.2, 424.2. found: 422.0, 424.0. RXN SMILES: [Br:1][C:2]1[CH:12]=[CH:11][C:5]2[N:6]([CH3:10])[C:7](=[O:9])[NH:8][C:4]=2[C:3]=1[O:13][CH2:14][CH:15]1[CH2:18][CH2:17][CH2:16]1.Br[CH2:20][CH2:21][CH:22]1[CH2:27][CH2:26][N:25]([C:28]([O:30][C:31]([CH3:34])([CH3:33])[CH3:32])=[O:29])[CH2:24][CH2:23]1>>[Br:1][C:2]1[CH:12]=[CH:11][C:5]2[N:6]([CH3:10])[C:7](=[O:9])[N:8]([CH2:20][CH2:21][CH:22]3[CH2:23][CH2:24][N:25]([C:28]([O:30][C:31]([CH3:32])([CH3:34])[CH3:33])=[O:29])[CH2:26][CH2:27]3)[C:4]=2[C:3]=1[O:13][CH2:14][CH:15]1[CH2:18][CH2:17][CH2:16]1. As a reaction SMILES: [B-:37]([F:38])([F:39])([F:40])[F:41].[CH2:16]([c:17]1[cH:18][cH:19][cH:20][cH:21][cH:22]1)[O:23][C:24](=[O:25])[NH:26][CH:27]([C:28](=[O:29])[O:30][C:31]([CH3:32])([CH3:33])[CH3:34])[CH2:35][NH2:36].[CH3:1][O:2][C:3](=[O:4])[CH2:5][CH2:6][c:7]1[cH:8][cH:9][c:10]([C:11](=[O:12])[OH:13])[cH:14][cH:15]1.[CH:42]([N:43]([CH:44]([CH3:45])[CH3:46])[CH2:47][CH3:48])([CH3:49])[CH3:50].[O:51]=[CH:52][N:53]([CH3:54])[CH3:55]>>[CH3:1][O:2][C:3](=[O:4])[CH2:5][CH2:6][c:7]1[cH:8][cH:9][c:10]([C:11](=[O:13])[NH:36][CH2:35][CH:27]([NH:26][C:24]([O:23][CH2:16][c:17]2[cH:18][cH:19][cH:20][cH:21][cH:22]2)=[O:25])[C:28](=[O:29])[O:30][C:31]([CH3:32])([CH3:33])[CH3:34])[cH:14][cH:15]1. Product: COC(=O)CCc1ccc(C(=O)NCC(NC(=O)OCc2ccccc2)C(=O)OC(C)(C)C)cc1. The reactants are F[B-](F)(F)F, CC(C)(C)OC(=O)C(CN)NC(=O)OCc1ccccc1, COC(=O)CCc1ccc(C(=O)O)cc1, CCN(C(C)C)C(C)C, CN(C)C=O. The reactants are C(C)OC(=O)NC(CC1CCC1)C(=O)O (ethoxycarbonyl-3-cyclobutyl-DL-alanine), CO (methanol), S(=O)(Cl)Cl (thionyl chloride). Reaction conditions: temperature -15 celsius, time 2 hour. Product: C(C)OC(=O)NC(CC1CCC1)C(=O)OC (Methyl Ethoxycarbonyl-3-cyclobutyl-DL-alaninate). Reaction SMILES: [CH2:1]([O:3][C:4]([NH:6][CH:7]([C:13]([OH:15])=[O:14])[CH2:8][CH:9]1[CH2:12][CH2:11][CH2:10]1)=[O:5])[CH3:2].S(Cl)(Cl)=O.[CH3:20]O>>[CH2:1]([O:3][C:4]([NH:6][CH:7]([C:13]([O:15][CH3:20])=[O:14])[CH2:8][CH:9]1[CH2:10][CH2:11][CH2:12]1)=[O:5])[CH3:2]. Procedure details: 11 g (51 mmol) of ethoxycarbonyl-3-cyclobutyl-DL-alanine (Example 1, Step A) is dissolved in 100 ml of methanol, cooled to −15° C. and 10 ml (137 mmol) of thionyl chloride is added at constant stirring. Stirring is continued without further cooling. When the reaction mixture reaches room temperature, stirring is continued for further 2 hours. The solution is then evaporated at a pressure of 2.0-2.5 kPa. The residual oil is dissolved in 40 ml of ethyl acetate, washed with 10 ml of 1N HCl, 2×10 ml... Starting materials: BrC=1C=C2C=CN=CC2=CC1 (6-bromoisoquinoline), ClC1=CC(=CC=C1)C(=O)OO (m-chloroperbenzoic acid), C(C)OCC (Diethylether), Cl (hydrogen chloride). The solvent is ClCCl (dichloromethane), CO (methanol), CO (methanol). Yields the product Cl.BrC=1C=C2C=C[N+](=CC2=CC1)[O-] (6-Bromoisoquinoline N-oxide hydrochloride). RXN SMILES: [Br:1][C:2]1[CH:3]=[C:4]2[C:9](=[CH:10][CH:11]=1)[CH:8]=[N:7][CH:6]=[CH:5]2.[Cl:12]C1C=CC=C(C(OO)=[O:20])C=1.Cl.C(OCC)C>ClCCl.CO>[ClH:12].[Br:1][C:2]1[CH:3]=[C:4]2[C:9](=[CH:10][CH:11]=1)[CH:8]=[N+:7]([O-:20])[CH:6]=[CH:5]2 |f:6.7|. Procedure details: To a stirred solution of 13.2 g of 6-bromoisoquinoline (Tyson, F. L., J. Am. Chem. Soc. 61, 183 (1939)) in 250 mL of dichloromethane at room temperature was added in portions 16.2 g of m-chloroperbenzoic acid (purity 70%). After stirring the mixture for one hour 200 mL of methanol was added and the bulk was reduced to 150 mL. A hydrogen chloride solution in methanol (100 mL, 0.75 M) was added and after slightly heating a clear solution was obtained. Diethylether (250 mL) was added to this soluti... Starting materials: COCC(=O)O, Cl, Cl, Cl, NC1CCC(CCN2CCN(c3nccc4ccoc34)CC2)CC1. Product: COCC(=O)NC1CCC(CCN2CCN(c3nccc4ccoc34)CC2)CC1. Reaction SMILES: [CH3:28][O:29][CH2:30][C:31](=[O:32])[OH:33].[ClH:1].[ClH:2].[ClH:3].[o:4]1[cH:5][cH:6][c:7]2[c:8]1[c:9]([N:13]1[CH2:14][CH2:15][N:16]([CH2:19][CH2:20][CH:21]3[CH2:22][CH2:23][CH:24]([NH2:27])[CH2:25][CH2:26]3)[CH2:17][CH2:18]1)[n:10][cH:11][cH:12]2>>[o:4]1[cH:5][cH:6][c:7]2[c:8]1[c:9]([N:13]1[CH2:14][CH2:15][N:16]([CH2:19][CH2:20][CH:21]3[CH2:22][CH2:23][CH:24]([NH:27][C:31]([CH2:30][O:29][CH3:28])=[O:32])[CH2:25][CH2:26]3)[CH2:17][CH2:18]1)[n:10][cH:11][cH:12]2. The reactants are OCCC1=C(N=CS1)C (5-(2-hydroxyethyl)-4-methylthiazole), C1(=CC=C(C=C1)S(=O)(=O)OC)C (methyl p-toluenesulfonate). Yields the product C1(=CC=C(C=C1)S(=O)(=O)[O-])C.C[N+]1=CSC(=C1C)CCO (3,4-Dimethyl-5-(2-hydroxyethyl)-thiazolium p-toluenesulfonate). Yield: 148.8%. As a reaction SMILES: [OH:1][CH2:2][CH2:3][C:4]1[S:8][CH:7]=[N:6][C:5]=1[CH3:9].[C:10]1([CH3:21])[CH:15]=[CH:14][C:13]([S:16]([O:19]C)(=[O:18])=[O:17])=[CH:12][CH:11]=1>>[C:10]1([CH3:21])[CH:11]=[CH:12][C:13]([S:16]([O-:19])(=[O:17])=[O:18])=[CH:14][CH:15]=1.[CH3:10][N+:6]1[C:5]([CH3:9])=[C:4]([CH2:3][CH2:2][OH:1])[S:8][CH:7]=1 |f:2.3|. Procedure: The procedures of Reference Example 10 were repeated using 0.71 g of 5-(2-hydroxyethyl)-4-methylthiazole and 0.95 g of methyl p-toluenesulfonate to give 1.25 g of the desired compound.